This data is from the Open Reaction Database (ORD), a public repository of structured organic reaction records. The task is: describe an organic reaction: reactants, conditions, products, and yield The reactants are COc1cccc(N=C=O)c1, NCCCN1Cc2ccc(F)cc2CC1Cc1ccc(F)cc1. Product: COc1cccc(NC(=O)NCCCN2Cc3ccc(F)cc3CC2Cc2ccc(F)cc2)c1. Reaction SMILES: [CH3:24][O:25][c:26]1[cH:27][c:28]([N:32]=[C:33]=[O:34])[cH:29][cH:30][cH:31]1.[F:1][c:2]1[cH:3][c:4]2[c:9]([cH:10][cH:11]1)[CH2:8][N:7]([CH2:12][CH2:13][CH2:14][NH2:15])[CH:6]([CH2:16][c:17]1[cH:18][cH:19][c:20]([F:23])[cH:21][cH:22]1)[CH2:5]2>>[F:1][c:2]1[cH:3][c:4]2[c:9]([cH:10][cH:11]1)[CH2:8][N:7]([CH2:12][CH2:13][CH2:14][NH:15][C:33]([NH:32][c:28]1[cH:27][c:26]([O:25][CH3:24])[cH:31][cH:30][cH:29]1)=[O:34])[CH:6]([CH2:16][c:17]1[cH:18][cH:19][c:20]([F:23])[cH:21][cH:22]1)[CH2:5]2. Starting materials: ClC1=CC(=NC2=CC=C(C=C12)C)C1=CC=C(C=C1)Cl (4-chloro-2-(4-chlorophenyl)-6-methylquinoline), N1CCC(C(=O)N)CC1 (isonipecotamide), C1(=CC=CC=C1)O (phenol). Run in O (water). Procedure: A mixture of 10 g (35 mmol) of 4-chloro-2-(4-chlorophenyl)-6-methylquinoline, 8.9 g (70 mmol) of isonipecotamide, and 20 g of phenol was stirred and heated in an oil bath at 165°-170° for 3.5 hr. It was then cooled and diluted with water. Crystallization was induced by the addition of ethanol and scratching. The solid was collected and washed with ether to give 11.9 g of crude product. Recrystallization from pyridine gave the named compound as off-white prisms, mp 261°-265° dec. The product is ClC1=CC=C(C=C1)C1=NC2=CC=C(C=C2C(=C1)N1CCC(CC1)C(=O)N)C (1-[2-(4-chlorophenyl)-6-methyl-4-quinolinyl]-4-piperidinecarboxamide). Reaction SMILES: Cl[C:2]1[C:11]2[C:6](=[CH:7][CH:8]=[C:9]([CH3:12])[CH:10]=2)[N:5]=[C:4]([C:13]2[CH:18]=[CH:17][C:16]([Cl:19])=[CH:15][CH:14]=2)[CH:3]=1.[NH:20]1[CH2:28][CH2:27][CH:23]([C:24]([NH2:26])=[O:25])[CH2:22][CH2:21]1.C1(O)C=CC=CC=1>O>[Cl:19][C:16]1[CH:17]=[CH:18][C:13]([C:4]2[CH:3]=[C:2]([N:20]3[CH2:28][CH2:27][CH:23]([C:24]([NH2:26])=[O:25])[CH2:22][CH2:21]3)[C:11]3[C:6](=[CH:7][CH:8]=[C:9]([CH3:12])[CH:10]=3)[N:5]=2)=[CH:14][CH:15]=1. The reactants are [Br-], C[P+](c1ccccc1)(c1ccccc1)c1ccccc1, CC(C)(C)[O-], [Cl-], O=Cc1ccc(Cl)nc1, [K+], [NH4+], C1CCOC1. Yields the product C=Cc1ccc(Cl)nc1. RXN SMILES: [Br-:18].[CH3:19][P+:20]([c:21]1[cH:22][cH:23][cH:24][cH:25][cH:26]1)([c:27]1[cH:28][cH:29][cH:30][cH:31][cH:32]1)[c:33]1[cH:34][cH:35][cH:36][cH:37][cH:38]1.[CH3:1][C:2]([CH3:3])([O-:4])[CH3:5].[Cl-:16].[Cl:7][c:8]1[n:9][cH:10][c:11]([CH:14]=[O:15])[cH:12][cH:13]1.[K+:6].[NH4+:17].[O:39]1[CH2:40][CH2:41][CH2:42][CH2:43]1>>[CH2:1]=[CH:14][c:11]1[cH:10][n:9][c:8]([Cl:7])[cH:13][cH:12]1. Starting materials: aqueous solution, [OH-].[Na+] (sodium hydroxide), Cl.Cl.Cl.ClC1=C(N=C2N1N=C(C=C2)NCCCN2CCN(CC2)C(C2=CC=CC=C2)C2=CC=CC=C2)C(C(=O)OCC)(C)C (ethyl 2-[3-chloro-6-[3-[4-(diphenylmethyl)piperazino]propylamino]imidazo[1,2-b]pyridazin-2-yl]-2-methylpropionate trihydrochloride). Run in C(C)O (ethanol). The product is ClC1=C(N=C2N1N=C(C=C2)NCCCN2CCN(CC2)C(C2=CC=CC=C2)C2=CC=CC=C2)C(C(=O)O)(C)C (2-[3-chloro-6-[3-[4-(diphenylmethyl) piperazino]propylamino]imidazo[1,2-b]pyridazin-2-yl]-2-methylpropionic acid). Isolated yield 91.3%. RXN SMILES: Cl.Cl.Cl.[Cl:4][C:5]1[N:9]2[N:10]=[C:11]([NH:14][CH2:15][CH2:16][CH2:17][N:18]3[CH2:23][CH2:22][N:21]([CH:24]([C:31]4[CH:36]=[CH:35][CH:34]=[CH:33][CH:32]=4)[C:25]4[CH:30]=[CH:29][CH:28]=[CH:27][CH:26]=4)[CH2:20][CH2:19]3)[CH:12]=[CH:13][C:8]2=[N:7][C:6]=1[C:37]([CH3:44])([CH3:43])[C:38]([O:40]CC)=[O:39].[OH-].[Na+]>C(O)C>[Cl:4][C:5]1[N:9]2[N:10]=[C:11]([NH:14][CH2:15][CH2:16][CH2:17][N:18]3[CH2:19][CH2:20][N:21]([CH:24]([C:25]4[CH:26]=[CH:27][CH:28]=[CH:29][CH:30]=4)[C:31]4[CH:36]=[CH:35][CH:34]=[CH:33][CH:32]=4)[CH2:22][CH2:23]3)[CH:12]=[CH:13][C:8]2=[N:7][C:6]=1[C:37]([CH3:44])([CH3:43])[C:38]([OH:40])=[O:39] |f:0.1.2.3,4.5|. Reported procedure: 633 mg of ethyl 2-[3-chloro-6-[3-[4-(diphenylmethyl)piperazino]propylamino]imidazo[1,2-b]pyridazin-2-yl]-2-methylpropionate trihydrochloride was dissolved in 6 ml of ethanol; 2.31 ml of a 2 N aqueous solution of sodium hydroxide was added, followed by thermal refluxing for 1.5 hours. After cooling, the mixture was concentrated under reduced pressure; the residue was diluted with water and washed with ethyl acetate; the water layer was ajusted to pH 5 by the addition of 1 N hydrochloric acid. Met...